Dataset: the Open Reaction Database (ORD), a public repository of structured organic reaction records. Task: describe an organic reaction: reactants, conditions, products, and yield Starting materials: BrC1=CC2=C(SC(=C2)CC2C(N(CC2)C2CCCCC2)=O)C=C1 (3-(5-bromo-benzo[b]thiophen-2-ylmethyl)-1-cyclohexyl-pyrrolidin-2-one), FC1=NC=CC(=C1)B(O)O (2-fluoropyridine-4-boronic acid), [Li+].[Cl-] (LiCl), C(=O)([O-])[O-].[Na+].[Na+] (Na2CO3). The reagents and catalysts are C=1C=CC(=CC1)[P](C=2C=CC=CC2)(C=3C=CC=CC3)[Pd]([P](C=4C=CC=CC4)(C=5C=CC=CC5)C=6C=CC=CC6)([P](C=7C=CC=CC7)(C=8C=CC=CC8)C=9C=CC=CC9)[P](C=1C=CC=CC1)(C=1C=CC=CC1)C=1C=CC=CC1 (Pd(PPh3)4). The solvent is O1CCOCC1 (dioxane), O (water). Conditions: temperature 80 celsius. Product: C1(CCCCC1)N1C(C(CC1)CC1=CC2=C(S1)C=CC(=C2)C2=CC(=NC=C2)F)=O (1-Cyclohexyl-3-[5-(2-fluoro-pyridin-4-yl)-benzo[b]thiophen-2-ylmethyl]-pyrrolidin-2-one). Yield: 99.4%. Reaction SMILES: Br[C:2]1[CH:23]=[CH:22][C:5]2[S:6][C:7]([CH2:9][CH:10]3[CH2:14][CH2:13][N:12]([CH:15]4[CH2:20][CH2:19][CH2:18][CH2:17][CH2:16]4)[C:11]3=[O:21])=[CH:8][C:4]=2[CH:3]=1.[F:24][C:25]1[CH:30]=[C:29](B(O)O)[CH:28]=[CH:27][N:26]=1.[Li+].[Cl-].C([O-])([O-])=O.[Na+].[Na+]>C1C=CC([P]([Pd]([P](C2C=CC=CC=2)(C2C=CC=CC=2)C2C=CC=CC=2)([P](C2C=CC=CC=2)(C2C=CC=CC=2)C2C=CC=CC=2)[P](C2C=CC=CC=2)(C2C=CC=CC=2)C2C=CC=CC=2)(C2C=CC=CC=2)C2C=CC=CC=2)=CC=1.O.O1CCOCC1>[CH:15]1([N:12]2[CH2:13][CH2:14][CH:10]([CH2:9][C:7]3[S:6][C:5]4[CH:22]=[CH:23][C:2]([C:29]5[CH:28]=[CH:27][N:26]=[C:25]([F:24])[CH:30]=5)=[CH:3][C:4]=4[CH:8]=3)[C:11]2=[O:21])[CH2:20][CH2:19][CH2:18][CH2:17][CH2:16]1 |f:2.3,4.5.6,^1:45,47,66,85|. Reported procedure: Add 3-(5-bromo-benzo[b]thiophen-2-ylmethyl)-1-cyclohexyl-pyrrolidin-2-one (250 mg, 0.64 mmol), 2-fluoropyridine-4-boronic acid (200 mg, 1 mmol), LiCl (10 eq) and Pd(PPh3)4 (0.05 eq) into a solution of dioxane (10 mL) and 2M Na2CO3 (2 mL) and heat at 80° C. for 1 hour. Pour the reaction mixture into water and extract with ethyl acetate. Dry over sodium sulfate, filter, and concentrate. Purify by silica gel (20-50% ethyl acetate in hexanes) to give the title compound as a pale yellow powder (260 m... Reported procedure: 2-{4-[(4S,5R)-2-(4-tert-Butyl-2-ethoxy-phenyl)-4,5-bis-(4-chloro-phenyl)-4,5-dihydro-imidazole-1-carbonyl]-piperazin-1-yl}-1-morpholin-4-yl-ethanone hydrochloride was prepared from (4S,5R)-2-(4-tert-butyl-2-ethoxy-phenyl)-4,5-bis-(4-chloro-phenyl)-4,5-dihydro-imidazole-1-carbonyl chloride (example 11) and 1-morpholin-4-yl-2-piperazin-1-yl-ethanone (Oakwood Products) in an analogous manner as described in example 25. LR-MS: 706.5 [(M+H)+] Product: Cl.C(C)(C)(C)C1=CC(=C(C=C1)C=1N([C@@H]([C@@H](N1)C1=CC=C(C=C1)Cl)C1=CC=C(C=C1)Cl)C(=O)N1CCN(CC1)CC(=O)N1CCOCC1)OCC (2-{4-[(4S,5R)-2-(4-tert-Butyl-2-ethoxy-phenyl)-4,5-bis-(4-chloro-phenyl)-4,5-dihydro-imidazole-1-carbonyl]-piperazin-1-yl}-1-morpholin-4-yl-ethanone hydrochloride). The reactants are C(C)(C)(C)C1=CC(=C(C=C1)C=1N([C@@H]([C@@H](N1)C1=CC=C(C=C1)Cl)C1=CC=C(C=C1)Cl)C(=O)Cl)OCC ((4S,5R)-2-(4-tert-butyl-2-ethoxy-phenyl)-4,5-bis-(4-chloro-phenyl)-4,5-dihydro-imidazole-1-carbonyl chloride), N1(CCOCC1)C(CN1CCNCC1)=O (1-morpholin-4-yl-2-piperazin-1-yl-ethanone). As a reaction SMILES: [C:1]([C:5]1[CH:10]=[CH:9][C:8]([C:11]2[N:12]([C:30](Cl)=[O:31])[C@H:13]([C:23]3[CH:28]=[CH:27][C:26]([Cl:29])=[CH:25][CH:24]=3)[C@H:14]([C:16]3[CH:21]=[CH:20][C:19]([Cl:22])=[CH:18][CH:17]=3)[N:15]=2)=[C:7]([O:33][CH2:34][CH3:35])[CH:6]=1)([CH3:4])([CH3:3])[CH3:2].[N:36]1([C:42](=[O:50])[CH2:43][N:44]2[CH2:49][CH2:48][NH:47][CH2:46][CH2:45]2)[CH2:41][CH2:40][O:39][CH2:38][CH2:37]1>>[ClH:22].[C:1]([C:5]1[CH:10]=[CH:9][C:8]([C:11]2[N:12]([C:30]([N:47]3[CH2:46][CH2:45][N:44]([CH2:43][C:42]([N:36]4[CH2:37][CH2:38][O:39][CH2:40][CH2:41]4)=[O:50])[CH2:49][CH2:48]3)=[O:31])[C@H:13]([C:23]3[CH:24]=[CH:25][C:26]([Cl:29])=[CH:27][CH:28]=3)[C@H:14]([C:16]3[CH:17]=[CH:18][C:19]([Cl:22])=[CH:20][CH:21]=3)[N:15]=2)=[C:7]([O:33][CH2:34][CH3:35])[CH:6]=1)([CH3:4])([CH3:2])[CH3:3] |f:2.3|. Reactants: [H][H] (hydrogen), [N+](=O)([O-])C1=CC=C(C(=O)N2CC=3N(CC4=C2C=CC=C4)C=CN3)C=C1 (10,11-dihydro-10-(4-nitrobenzoyl)-5H-imidazo[2,1-c][1,4]benzodiazepine), C(C)(=O)OCC (ethyl acetate). The reagents and catalysts are [Pd] (Pd/C). Run in C(C)O (ethyl alcohol). Product: NC1=CC=C(C(=O)N2CC=3N(CC4=C2C=CC=C4)C=CN3)C=C1 (10,11-Dihydro-10-(4-aminobenzoyl)-5H-imidazo[2,1-c][1,4]benzodiazepine). As a reaction SMILES: [N+:1]([C:4]1[CH:25]=[CH:24][C:7]([C:8]([N:10]2[C:16]3[CH:17]=[CH:18][CH:19]=[CH:20][C:15]=3[CH2:14][N:13]3[CH:21]=[CH:22][N:23]=[C:12]3[CH2:11]2)=[O:9])=[CH:6][CH:5]=1)([O-])=O.C(OCC)(=O)C.[H][H]>C(O)C.[Pd]>[NH2:1][C:4]1[CH:5]=[CH:6][C:7]([C:8]([N:10]2[C:16]3[CH:17]=[CH:18][CH:19]=[CH:20][C:15]=3[CH2:14][N:13]3[CH:21]=[CH:22][N:23]=[C:12]3[CH2:11]2)=[O:9])=[CH:24][CH:25]=1. Procedure: A mixture of 5 mmol of 10,11-dihydro-10-(4-nitrobenzoyl)-5H-imidazo[2,1-c][1,4]benzodiazepine in 10 ml of ethyl alcohol and 10 ml of ethyl acetate containing 0.2 g of 10% Pd/C is hydrogenated for 5 hours in a Parr hydrogenator at 35 psi of hydrogen. The reaction mixture is filtered through a pad of diatomaceous earth. The filtrate is concentrated in vacuo to a solid which is purified by flash chromatography to give the desired product. Reactants: CCO, [OH-], [OH-], Cc1c(NC(=O)CC(C)(C)C)c(C)c2c(c1C(O)CO)OCC2c1ccc(C(C)C)cc1, [Pd+2]. The product is Cc1c(CCO)c2c(c(C)c1NC(=O)CC(C)(C)C)C(c1ccc(C(C)C)cc1)CO2. As a reaction SMILES: [CH3:33][CH2:34][OH:35].[OH-:36].[OH-:38].[OH:1][CH:2]([CH2:3][OH:4])[c:5]1[c:6]([CH3:32])[c:7]([NH:24][C:25]([CH2:26][C:27]([CH3:28])([CH3:29])[CH3:30])=[O:31])[c:8]([CH3:23])[c:9]2[c:13]1[O:12][CH2:11][CH:10]2[c:14]1[cH:15][cH:16][c:17]([CH:20]([CH3:21])[CH3:22])[cH:18][cH:19]1.[Pd+2:37]>>[CH2:2]([CH2:3][OH:4])[c:5]1[c:6]([CH3:32])[c:7]([NH:24][C:25]([CH2:26][C:27]([CH3:28])([CH3:29])[CH3:30])=[O:31])[c:8]([CH3:23])[c:9]2[c:13]1[O:12][CH2:11][CH:10]2[c:14]1[cH:15][cH:16][c:17]([CH:20]([CH3:21])[CH3:22])[cH:18][cH:19]1.